The task is: describe an organic reaction: reactants, conditions, products, and yield. This data is from the Open Reaction Database (ORD), a public repository of structured organic reaction records. The reactants are CS(=O)(=O)Cl, ClCCl, Cn1ccnc1C1(O)CCN(C(=O)OC(C)(C)C)CC1. Product: Cn1ccnc1C1=CCN(C(=O)OC(C)(C)C)CC1. RXN SMILES: [CH3:21][S:22](=[O:23])(=[O:24])[Cl:25].[Cl:26][CH2:27][Cl:28].[OH:1][C:2]1([c:15]2[n:16]([CH3:20])[cH:17][cH:18][n:19]2)[CH2:3][CH2:4][N:5]([C:8](=[O:9])[O:10][C:11]([CH3:12])([CH3:13])[CH3:14])[CH2:6][CH2:7]1>>[C:2]1([c:15]2[n:16]([CH3:20])[cH:17][cH:18][n:19]2)=[CH:3][CH2:4][N:5]([C:8](=[O:9])[O:10][C:11]([CH3:12])([CH3:13])[CH3:14])[CH2:6][CH2:7]1. Procedure details: dicyclohexylammonium salt dissolved in ethyl acetate are 3 times shaken with dilute aqueous citric acid solution and three times with saturated aqueous sodium chloride solution, and the solution is dried over sodium sulphate and evaporated. The water-clear oil resulting therefrom is stirred with 3.34 g of H-Gln-Asp (OtBu)-Phe-OCH3. HCl in 40 ml of methylene chloride, 0.9 ml of triethylamine are added and a solution of 1.54 g of dicyclohexylcarbodiimide in 10 ml of methylene chloride is added dro... Product: N([C@@H]([C@H](OC(C)(C)C)C)C(=O)O)C(=O)OCC1=CC=CC=C1 (Z-Thr(tBu)-OH). Run in C(Cl)Cl (methylene chloride), C(Cl)Cl (methylene chloride), C(C)N(CC)CC (triethylamine). Run at time 14 hour. Reaction SMILES: CCCCC(F)(F)C(O)CC[C@@H]1[C@@H](CCC[CH2:18][CH2:19][CH2:20][C:21]([OH:23])=[O:22])C(=O)C[C@H]1O.C1CCC(N[CH:35]2[CH2:40][CH2:39][CH2:38][CH2:37][CH2:36]2)CC1.C(O)(=O)[CH2:42][C:43]([CH2:48]C(O)=O)([C:45](O)=O)[OH:44].[Cl-].[Na+].Cl.C1([N:63]=C=NC2CCCCC2)CCCCC1.[C:72]([O:75][CH2:76]C)(=[O:74])C>C(Cl)Cl.C(N(CC)CC)C>[NH:63]([C:72]([O:75][CH2:76][C:35]1[CH:36]=[CH:37][CH:38]=[CH:39][CH:40]=1)=[O:74])[C@H:20]([C:21]([OH:23])=[O:22])[C@@H:19]([CH3:18])[O:44][C:43]([CH3:42])([CH3:45])[CH3:48] |f:0.1,3.4|. Reactants: C1(CCCCC1)N=C=NC1CCCCC1 (dicyclohexylcarbodiimide), H-Gln-Asp (OtBu)-Phe-OCH3, C(CC(O)(C(=O)O)CC(=O)O)(=O)O (citric acid), [Cl-].[Na+] (sodium chloride), CCCCC(C(CC[C@H]1[C@@H](CC(=O)[C@@H]1CCCCCCC(=O)O)O)O)(F)F.C1CCC(CC1)NC2CCCCC2 (dicyclohexylammonium salt), C(C)(=O)OCC (ethyl acetate), Cl (HCl). Reactants: CN(C(SC1=CC=C(C=C1)C1=CC=C(C=C1)[C@@H]1N=C(OC1)C1=C(C=CC=C1F)F)=O)C ((S)-S-[4'-[2-(2,6-difluorophenyl)-4,5-dihydro-4-oxazolyl][1,1'-biphenyl]-4-yl] dimethylcarbamothioate), CO (methanol), C[O-].[Na+] (NaOMe), C(C)(=O)O (acetic acid). The solvent is O (water). Run at temperature 60 celsius, time 3 day. The product is FC1=C(C(=CC=C1)F)C=1OC[C@@H](N1)C1=CC=C(C=C1)C1=CC=C(C=C1)S ((S)-4'-[2-(2,6-difluorophenyl)-4,5-dihydro-4-oxazolyl][1,1'-biphenyl]-4-thiol). Isolated yield 59.7%. As a reaction SMILES: CN(C)C(=O)[S:4][C:5]1[CH:10]=[CH:9][C:8]([C:11]2[CH:16]=[CH:15][C:14]([C@H:17]3[CH2:21][O:20][C:19]([C:22]4[C:27]([F:28])=[CH:26][CH:25]=[CH:24][C:23]=4[F:29])=[N:18]3)=[CH:13][CH:12]=2)=[CH:7][CH:6]=1.CO.C[O-].[Na+].C(O)(=O)C>O>[F:28][C:27]1[CH:26]=[CH:25][CH:24]=[C:23]([F:29])[C:22]=1[C:19]1[O:20][CH2:21][C@H:17]([C:14]2[CH:13]=[CH:12][C:11]([C:8]3[CH:9]=[CH:10][C:5]([SH:4])=[CH:6][CH:7]=3)=[CH:16][CH:15]=2)[N:18]=1 |f:2.3|. Procedure: A mixture of 0.60 g of (S)-S-[4'-[2-(2,6-difluorophenyl)-4,5-dihydro-4-oxazolyl][1,1'-biphenyl]-4-yl] dimethylcarbamothioate, 5 mL of methanol, and 0.30 g of 25% NaOMe solution was heated at 60° C. for 7 h and allowed to stand at ambient temperature for 3 d. After adding 0.5 mL of acetic acid and 5 mL of water, the product was filtered, washed with water, and suction-dried to afford 0.30 g of product, m.p. 133-135° C. The 1H NMR (CDCl3) spectrum was the same as that of the racemic product of Exa...